Dataset: the Open Reaction Database (ORD), a public repository of structured organic reaction records. Task: describe an organic reaction: reactants, conditions, products, and yield Starting materials: ClC1=CC2=C(NC(CC(=N2)C2=CC=C(C=C2)N2C(=NC=3C=NC=CC32)C)=S)C=C1Cl (7,8-dichloro-2,3-dihydro-4-[4-(2-methylimidazo[4,5-c]pyrid-1-yl)phenyl]-1H-[1,5]benzodiazepin-2-thione), C(C#C)N (propargylamine), mercuric oxide. Run in C(CCC)O (n-butanol), CO (methanol). Yields the product ClC=1C(=CC2=C(N=C(CC=3N2C(=CN3)C)C3=CC=C(C=C3)N3C(=NC=2C=NC=CC23)C)C1)Cl (8,9-Dichloro-1-methyl-5-[4-(2-methylimidazo[4,5-c]pyrid-1-yl)phenyl]-4H-imidazo[1,2-a][1,5]benzodiazepine). RXN SMILES: [Cl:1][C:2]1[C:29]([Cl:30])=[CH:28][C:5]2[NH:6][C:7](=S)[CH2:8][C:9]([C:11]3[CH:16]=[CH:15][C:14]([N:17]4[C:25]5[CH:24]=[CH:23][N:22]=[CH:21][C:20]=5[N:19]=[C:18]4[CH3:26])=[CH:13][CH:12]=3)=[N:10][C:4]=2[CH:3]=1.[CH2:31]([NH2:34])[C:32]#[CH:33]>C(O)CCC.CO>[Cl:1][C:2]1[C:29]([Cl:30])=[CH:28][C:5]2[N:6]3[C:32]([CH3:33])=[CH:31][N:34]=[C:7]3[CH2:8][C:9]([C:11]3[CH:16]=[CH:15][C:14]([N:17]4[C:25]5[CH:24]=[CH:23][N:22]=[CH:21][C:20]=5[N:19]=[C:18]4[CH3:26])=[CH:13][CH:12]=3)=[N:10][C:4]=2[CH:3]=1. Procedure: A mixture of 7,8-dichloro-2,3-dihydro-4-[4-(2-methylimidazo[4,5-c]pyrid-1-yl)phenyl]-1H-[1,5]benzodiazepin-2-thione (452 mg, 1.0 mmol), propargylamine (110 mg, 2.0 mmol) and red mercuric oxide (216 mg, 1.0 mmol) in n-butanol (5 ml) was heated at reflux for 10 hours. The mixture was cooled, diluted with methanol (50 ml) and filtered through Arbocel filter aid. The filtrate was concentrated under reduced pressure, and purified by flash chromatography (eluting with ethyl acetate:methanol=3:1). The ... The product is OC(CCC(C)([N+](=O)[O-])C)=C1C(NC(N1)=O)=O (5-(1-hydroxy-4-methyl-4-nitropentylidene)hydantoin). Yield: 80.2%. Reaction conditions: temperature 85 celsius. Solvent: C(C)(C)O (isopropyl alcohol). The reactants are O (Water), N1C(=O)NC(=O)C1 (hydantoin), C([O-])([O-])=O.[Na+].[Na+] (sodium carbonate), CC(CCC=O)(C)[N+](=O)[O-] (4-Methyl-4-nitropentanal). As a reaction SMILES: O.[NH:2]1[CH2:8][C:6](=[O:7])[NH:5][C:3]1=[O:4].C(=O)([O-])[O-].[Na+].[Na+].[CH3:15][C:16]([N+:22]([O-:24])=[O:23])([CH3:21])[CH2:17][CH2:18][CH:19]=[O:20]>C(O)(C)C>[OH:20][C:19](=[C:8]1[NH:2][C:3](=[O:4])[NH:5][C:6]1=[O:7])[CH2:18][CH2:17][C:16]([CH3:21])([N+:22]([O-:24])=[O:23])[CH3:15] |f:2.3.4|. Procedure: Water (70 ml) was added to hydantoin (20.8 g, 210 mmol) and sodium carbonate (7.2 g, 70 mmol) and the mixture was dissolved by heating to 85° C. 4-Methyl-4-nitropentanal (20.0 g, 140 mmol) was dissolved in isopropyl alcohol (130 ml) and added. The mixture was refluxed under heating for 2 h and isopropyl alcohol was evaporated under reduced pressure. Water (20 ml) and concentrated hydrochloric acid were added to adjust its pH to 8. The precipitated crystals were separated and dried to give 5-(1-h... The reactants are S1C(=CC2=C1C=CC=C2)N2CCNCC2 (1-(benzothiophen-2-yl)piperazine), CN(C)CC1=CNC2=NC=CC=C21 (3-dimethylaminomethyl-1H-pyrrolo[2,3-b]pyridine). The product is S1C(=CC2=C1C=CC=C2)N2CCN(CC2)CC2=CNC1=NC=CC=C12 (3-(4-(Benzothiophen-2-yl)piperazin-1-yl)methyl-1H-pyrrolo[2,3-b]pyridine). The yield is 53.6%. As a reaction SMILES: [S:1]1[C:5]2[CH:6]=[CH:7][CH:8]=[CH:9][C:4]=2[CH:3]=[C:2]1[N:10]1[CH2:15][CH2:14][NH:13][CH2:12][CH2:11]1.CN([CH2:19][C:20]1[C:28]2[C:23](=[N:24][CH:25]=[CH:26][CH:27]=2)[NH:22][CH:21]=1)C>>[S:1]1[C:5]2[CH:6]=[CH:7][CH:8]=[CH:9][C:4]=2[CH:3]=[C:2]1[N:10]1[CH2:15][CH2:14][N:13]([CH2:19][C:20]2[C:28]3[C:23](=[N:24][CH:25]=[CH:26][CH:27]=3)[NH:22][CH:21]=2)[CH2:12][CH2:11]1. Reported procedure: The title compound was prepared in an analogous manner to Example 6, Step 3 using 1-(benzothiophen-2-yl)piperazine (180 mg, 0.83 mmol) and 3-dimethylaminomethyl-1H-pyrrolo[2,3-b]pyridine (145 mg, 0.83 mmol). Recrystallisation from ethyl acetatehexane afforded the title compound (155 mg, 54%), m.p. 269° C. (dec.); (Found: C, 69.10; H, 5.85; N, 16.08. C20H20N4S requires C, 68.94; H, 5.79; N, 16.08%); δH (DMSO-d6) 2.55 (4H, t, J 5 Hz, 2×piperazinyl CH2), 3.18 (4H, t, J 5 Hz, 2×piperazinyl CH2), 3.7... Starting materials: ClC(C(CO)C)C1=CC=C(CC=2C=NC=CC2)C=C1 (3-[p-(1-chloro-3-hydroxy-2-methylpropyl)benzyl]pyridine), C1CCC2=NCCCN2CC1 (DBU), O (water). Run in CN(C=O)C (N,N-dimethylformamide). The product is OCC(=CC1=CC=C(CC=2C=NC=CC2)C=C1)C (3-[p-(3-hydroxy-2-methyl-1-propenyl)benzyl]pyridine). Isolated yield 62.7%. Reaction SMILES: Cl[CH:2]([C:7]1[CH:19]=[CH:18][C:10]([CH2:11][C:12]2[CH:13]=[N:14][CH:15]=[CH:16][CH:17]=2)=[CH:9][CH:8]=1)[CH:3]([CH3:6])[CH2:4][OH:5].C1CCN2C(=NCCC2)CC1.O>CN(C)C=O>[OH:5][CH2:4][C:3]([CH3:6])=[CH:2][C:7]1[CH:19]=[CH:18][C:10]([CH2:11][C:12]2[CH:13]=[N:14][CH:15]=[CH:16][CH:17]=2)=[CH:9][CH:8]=1. Procedure: In 1.3 ml of N,N-dimethylformamide was dissolved 260 mg of 3-[p-(1-chloro-3-hydroxy-2-methylpropyl)benzyl]pyridine, and 0.28 ml of DBU was added to the resulting solution after which the resulting mixture was subjected to reaction at a temperature of 110° to 120° C. for one hour. To the reaction mixture was added 5 ml of water, and the mixture was subjected to extraction with two 5-ml portions of ethyl acetate. The extracts were combined, washed with 3 ml of water, and then dried over anhydrous ... Reactants: O=C([O-])c1ccccc1C(=O)O[O-], CO, ClCCl, Cc1cc(Nc2nccc(C(F)(F)F)n2)cc(-c2cnc(C3(F)CCSCC3)s2)c1, [Mg+2], [Na+], [Na+], O=S([O-])([O-])=S, O, O, O, O, O, O, O. The product is Cc1cc(Nc2nccc(C(F)(F)F)n2)cc(-c2cnc(C3(F)CCS(=O)(=O)CC3)s2)c1. As a reaction SMILES: [C:37]([O:38][O-:39])(=[O:40])[c:41]1[c:42]([C:47]([O-:48])=[O:49])[cH:43][cH:44][cH:45][cH:46]1.[CH3:54][OH:55].[Cl:51][CH2:52][Cl:53].[F:1][C:2]1([c:8]2[s:9][c:10](-[c:13]3[cH:14][c:15]([NH:20][c:21]4[n:22][cH:23][cH:24][c:25]([C:27]([F:28])([F:29])[F:30])[n:26]4)[cH:16][c:17]([CH3:19])[cH:18]3)[cH:11][n:12]2)[CH2:3][CH2:4][S:5][CH2:6][CH2:7]1.[Mg+2:50].[Na+:56].[Na+:57].[O-:58][S:59]([O-:60])(=[S:61])=[O:62].[OH2:31].[OH2:32].[OH2:33].[OH2:34].[OH2:35].[OH2:36].[OH2:63]>>[F:1][C:2]1([c:8]2[s:9][c:10](-[c:13]3[cH:14][c:15]([NH:20][c:21]4[n:22][cH:23][cH:24][c:25]([C:27]([F:28])([F:29])[F:30])[n:26]4)[cH:16][c:17]([CH3:19])[cH:18]3)[cH:11][n:12]2)[CH2:3][CH2:4][S:5](=[O:31])(=[O:32])[CH2:6][CH2:7]1.